This data is from the Open Reaction Database (ORD), a public repository of structured organic reaction records. The task is: describe an organic reaction: reactants, conditions, products, and yield The reactants are BrC1=CC=C(C=C1)C1=CC=C(C=C1)Cl (4-bromo-4'-chlorobiphenyl), C(C)(=O)OC(=C)C (isopropenyl acetate), C[O-].C(CCC)[Sn+](CCCC)CCCC (tributyltin methoxide). Reagents/catalysts: CC1=C([P](C2=C(C)C=CC=C2)([Pd]([P](C3=C(C)C=CC=C3)(C4=C(C)C=CC=C4)C(C=CC=C5)=C5C)(Cl)Cl)C6=C(C)C=CC=C6)C=CC=C1 (dichlorobis(tri-o-tolylphosphine)palladium). Run in C1(=CC=CC=C1)C (toluene). The product is ClC1=CC=C(C=C1)C1=CC=C(C=C1)CC(C)=O (4-(4-Chlorophenyl)phenylpropan-2-one). Yield: 68.3%. As a reaction SMILES: Br[C:2]1[CH:7]=[CH:6][C:5]([C:8]2[CH:13]=[CH:12][C:11]([Cl:14])=[CH:10][CH:9]=2)=[CH:4][CH:3]=1.C([O:18][C:19]([CH3:21])=[CH2:20])(=O)C.C[O-].C([Sn+](CCCC)CCCC)CCC>C1(C)C=CC=CC=1.CC1C=CC=CC=1[P](C1C=CC=CC=1C)([Pd](Cl)(Cl)[P](C1=C(C)C=CC=C1)(C1C=CC=CC=1C)C1C=CC=CC=1C)C1C=CC=CC=1C>[Cl:14][C:11]1[CH:12]=[CH:13][C:8]([C:5]2[CH:6]=[CH:7][C:2]([CH2:20][C:19](=[O:18])[CH3:21])=[CH:3][CH:4]=2)=[CH:9][CH:10]=1 |f:2.3,^1:50,61|. Procedure details: To a stirred solution of 4-bromo-4'-chlorobiphenyl (16 g; F. R. Shaw and E. E. Turner. J. Chem. Soc., 285 (1932) ), isopropenyl acetate (9 g) and dichlorobis(tri-o-tolylphosphine)palladium (0.47 g) in dry toluene (30 ml), under nitrogen, was added tributyltin methoxide (25.9 ml; Aldrich). The mixture was stirred and heated at 100° for 5 hr, cooled and the solvent evaporated in vacuo. The residue was chromatographed on silica gel, eluting with cyclohexane then ether. The resultant solid was recry... The reactants are Cl (HCl), O1CCOCC1 (dioxane), suspension, BrC1=CC=C2C=NC(=NC2=C1)Cl (7-bromo-2-chloroquinazoline), NC1=CC=C(C=C1)S(=O)(=O)NCCCN1CCCC1 (4-amino-N-(3-(pyrrolidin-1-yl)propyl)benzenesulfonamide). Run in C(C)(=O)OCC (Ethyl acetate), C(C)(C)O (isopropanol). Run at temperature 120 celsius. Yields the product BrC1=CC=C2C=NC(=NC2=C1)NC1=CC=C(C=C1)S(=O)(=O)NCCCN1CCCC1 (4-(7-Bromoquinazolin-2-ylamino)-N-(3-(pyrrolidin-1-yl)propyl)benzenesulfonamide). RXN SMILES: [Br:1][C:2]1[CH:11]=[C:10]2[C:5]([CH:6]=[N:7][C:8](Cl)=[N:9]2)=[CH:4][CH:3]=1.[NH2:13][C:14]1[CH:19]=[CH:18][C:17]([S:20]([NH:23][CH2:24][CH2:25][CH2:26][N:27]2[CH2:31][CH2:30][CH2:29][CH2:28]2)(=[O:22])=[O:21])=[CH:16][CH:15]=1.Cl.O1CCOCC1>C(O)(C)C.C(OCC)(=O)C>[Br:1][C:2]1[CH:11]=[C:10]2[C:5]([CH:6]=[N:7][C:8]([NH:13][C:14]3[CH:15]=[CH:16][C:17]([S:20]([NH:23][CH2:24][CH2:25][CH2:26][N:27]4[CH2:31][CH2:30][CH2:29][CH2:28]4)(=[O:22])=[O:21])=[CH:18][CH:19]=3)=[N:9]2)=[CH:4][CH:3]=1. Procedure: To a 0.1M suspension of 7-bromo-2-chloroquinazoline in isopropanol was added 4-amino-N-(3-(pyrrolidin-1-yl)propyl)benzenesulfonamide (1.1 eq), followed by the addition of 4.0M HCl in dioxane (1.1 eq). The reaction mixture was heated to 120° C. in an oil bath for 1 h. LCMS showed that reaction was complete under the condition. Ethyl acetate was added to the reaction flask and the mixture was washed with saturated sodium bicarbonate, brine, dried over sodium sulfate and concentrated. Desired produ... Reactants: C(C1=CC=CC=C1)OC[C@@H](O)C=1C(=NOC1C1=CC=C(C=C1)Br)C ((S)-2-benzyloxy-1-[5-(4-bromo-phenyl)-3-methyl-isoxazol-4-yl]-ethanol), C(C)OC(=O)C1(CC1)C1=CC=C(C=C1)B1OC(C(O1)(C)C)(C)C (1-[4-(4,4,5,5-tetramethyl-[1,3,2]dioxaborolan-2-yl)-phenyl]-cyclopropanecarboxylic acid ethyl ester). Product: C(C)OC(=O)C1(CC1)C1=CC=C(C=C1)C1=CC=C(C=C1)C1=C(C(=NO1)C)[C@@H](COCC1=CC=CC=C1)O (1-{4′-[4-((S)-2-Benzyloxy-1-hydroxy-ethyl)-3-methyl-isoxazol-5-yl]-biphenyl-4-yl}-cyclopropanecarboxylic acid ethyl ester). RXN SMILES: [CH2:1]([O:8][CH2:9][C@H:10]([C:12]1[C:13]([CH3:24])=[N:14][O:15][C:16]=1[C:17]1[CH:22]=[CH:21][C:20](Br)=[CH:19][CH:18]=1)[OH:11])[C:2]1[CH:7]=[CH:6][CH:5]=[CH:4][CH:3]=1.[CH2:25]([O:27][C:28]([C:30]1([C:33]2[CH:38]=[CH:37][C:36](B3OC(C)(C)C(C)(C)O3)=[CH:35][CH:34]=2)[CH2:32][CH2:31]1)=[O:29])[CH3:26]>>[CH2:25]([O:27][C:28]([C:30]1([C:33]2[CH:38]=[CH:37][C:36]([C:20]3[CH:21]=[CH:22][C:17]([C:16]4[O:15][N:14]=[C:13]([CH3:24])[C:12]=4[C@H:10]([OH:11])[CH2:9][O:8][CH2:1][C:2]4[CH:7]=[CH:6][CH:5]=[CH:4][CH:3]=4)=[CH:18][CH:19]=3)=[CH:35][CH:34]=2)[CH2:31][CH2:32]1)=[O:29])[CH3:26]. Procedure details: Prepared according to the procedure described in Example 110, Step 3, using (S)-2-benzyloxy-1-[5-(4-bromo-phenyl)-3-methyl-isoxazol-4-yl]-ethanol and 1-[4-(4,4,5,5-tetramethyl-[1,3,2]dioxaborolan-2-yl)-phenyl]-cyclopropanecarboxylic acid ethyl ester. Starting materials: COC(C1=CC(=C(C=C1)F)Br)=O (methyl-3-bromo-4-fluorobenzoate), 28, tetrakis(triphenyl phosphine)palladium(0), CC1(OB(OC1(C)C)C1=C(C=CC=C1)O)C (2-(4,4,5,5,-tetramethyl-1.3.2-dioxaborolan-2-yl)phenol), 5.1, C([O-])([O-])=O.[Na+].[Na+] (sodium carbonate), N1N=NC=C1 (triazole). The solvent is C(CC)O (n-propanol), C1(=CC=CC=C1)C (toluene), C(C)(=O)OCC (ethyl acetate), O (water). The product is COC(C1=CC(=C(C=C1)F)C1=C(C=CC=C1)O)=O (Methyl-3-((2-hydroxy)phenyl)-4-fluorobenzoate). RXN SMILES: [CH3:1][O:2][C:3](=[O:12])[C:4]1[CH:9]=[CH:8][C:7]([F:10])=[C:6](Br)[CH:5]=1.CC1(C)C(C)(C)OB([C:21]2[CH:26]=[CH:25][CH:24]=[CH:23][C:22]=2[OH:27])O1.C(=O)([O-])[O-].[Na+].[Na+].N1C=CN=N1>C(OCC)(=O)C.O.C(O)CC.C1(C)C=CC=CC=1>[CH3:1][O:2][C:3](=[O:12])[C:4]1[CH:9]=[CH:8][C:7]([F:10])=[C:6]([C:21]2[CH:26]=[CH:25][CH:24]=[CH:23][C:22]=2[OH:27])[CH:5]=1 |f:2.3.4|. Procedure: To a solution of 2 g (8.45 mmol) of methyl-3-bromo-4-fluorobenzoate in 28 Ml of toluene at RT was added 0.49 g (0.42 mmol) of tetrakis(triphenyl phosphine)palladium(0), 1.95 g (8.9 mmol) of 2-(4,4,5,5,-tetramethyl-1.3.2-dioxaborolan-2-yl)phenol, 5.1 Ml (10.15 mmol) of 2M aqueous sodium carbonate solution and 14 Ml of n-propanol. The reaction mixture was heated at reflux for 18 h. The reaction mixture was cooled and diluted with ethyl acetate and water. The organic fraction was separated and wash...